This data is from the Open Reaction Database (ORD), a public repository of structured organic reaction records. The task is: describe an organic reaction: reactants, conditions, products, and yield The product is C(C)OC(COC1=C(C=CC=C1)CC=1NC=CN1)=O (2-(1-imidazolylmethyl)phenoxyacetic acid ethyl ester). Procedure details: Treatment of 2-(1-imidazolylmethyl)phenol with sodium hydride in dry N,N-dimethylformamide followed by ethyl bromoacetate as described in Example 11B gave 2-(1-imidazolylmethyl)phenoxyacetic acid ethyl ester as an oil which was used without further characterisation. RXN SMILES: [NH:1]1[CH:5]=[CH:4][N:3]=[C:2]1[CH2:6][C:7]1[CH:12]=[CH:11][CH:10]=[CH:9][C:8]=1[OH:13].[H-].[Na+].Br[CH2:17][C:18]([O:20][CH2:21][CH3:22])=[O:19]>CN(C)C=O>[CH2:21]([O:20][C:18](=[O:19])[CH2:17][O:13][C:8]1[CH:9]=[CH:10][CH:11]=[CH:12][C:7]=1[CH2:6][C:2]1[NH:1][CH:5]=[CH:4][N:3]=1)[CH3:22] |f:1.2|. Run in CN(C=O)C (N,N-dimethylformamide). Starting materials: N1C(=NC=C1)CC1=C(C=CC=C1)O (2-(1-imidazolylmethyl)phenol), [H-].[Na+] (sodium hydride), BrCC(=O)OCC (ethyl bromoacetate). Reactants: CO, N, COc1ccc(-n2nc(C#CCN(O)C(=O)Oc3ccccc3)cc2-c2ccc(C)cc2)cc1. Yields the product COc1ccc(-n2nc(C#CCN(O)C(N)=O)cc2-c2ccc(C)cc2)cc1. As a reaction SMILES: [CH3:36][OH:37].[NH3:35].[O:1]([c:2]1[cH:3][cH:4][cH:5][cH:6][cH:7]1)[C:8](=[O:9])[N:10]([OH:11])[CH2:12][C:13]#[C:14][c:15]1[n:16][n:17](-[c:27]2[cH:28][cH:29][c:30]([O:33][CH3:34])[cH:31][cH:32]2)[c:18](-[c:20]2[cH:21][cH:22][c:23]([CH3:26])[cH:24][cH:25]2)[cH:19]1>>[C:8](=[O:9])([N:10]([OH:11])[CH2:12][C:13]#[C:14][c:15]1[n:16][n:17](-[c:27]2[cH:28][cH:29][c:30]([O:33][CH3:34])[cH:31][cH:32]2)[c:18](-[c:20]2[cH:21][cH:22][c:23]([CH3:26])[cH:24][cH:25]2)[cH:19]1)[NH2:35]. Reactants: Cc1ccc(-c2cc(C)n(CCO[Si](C)(C)C(C)(C)C)n2)cc1NC(=O)C1=CNC(=O)CC1c1ccc(F)cc1, C1CCOC1, CCCC[N+](CCCC)(CCCC)CCCC, [F-]. Yields the product Cc1ccc(-c2cc(C)n(CCO)n2)cc1NC(=O)C1=CNC(=O)CC1c1ccc(F)cc1. As a reaction SMILES: [C:19]([Si:20]([CH3:21])([CH3:22])[O:24][CH2:25][CH2:26][n:27]1[n:28][c:29](-[c:33]2[cH:34][cH:35][c:36]([CH3:56])[c:37]([NH:39][C:40](=[O:41])[C:42]3=[CH:43][NH:44][C:45](=[O:55])[CH2:46][CH:47]3[c:48]3[cH:49][cH:50][c:51]([F:54])[cH:52][cH:53]3)[cH:38]2)[cH:30][c:31]1[CH3:32])([CH3:23])([CH3:57])[CH3:58].[CH2:59]1[O:60][CH2:61][CH2:62][CH2:63]1.[CH3:2][CH2:3][CH2:4][CH2:5][N+:6]([CH2:7][CH2:8][CH2:9][CH3:10])([CH2:11][CH2:12][CH2:13][CH3:14])[CH2:15][CH2:16][CH2:17][CH3:18].[F-:1]>>[OH:24][CH2:25][CH2:26][n:27]1[n:28][c:29](-[c:33]2[cH:34][cH:35][c:36]([CH3:56])[c:37]([NH:39][C:40](=[O:41])[C:42]3=[CH:43][NH:44][C:45](=[O:55])[CH2:46][CH:47]3[c:48]3[cH:49][cH:50][c:51]([F:54])[cH:52][cH:53]3)[cH:38]2)[cH:30][c:31]1[CH3:32]. Starting materials: NC1=CC(=C(OC2=C3C(=NC=C2)C=C(S3)C3CCN(CC3)C(=O)OC(C)(C)C)C=C1)F (tert-butyl 4-(7-(4-amino-2-fluorophenoxy)thieno[3,2-b]pyridin-2-yl)piperidine-1-carboxylate), FC1=CC=C(C=C1)N1N=CC=C(C1=O)C(=O)O (2-(4-fluorophenyl)-3-oxo-2,3-dihydropyridazine-4-carboxylic acid), Cl.C(C)N=C=NCCCN(C)C (N1-((ethylimino)methylene)-N3,N3-dimethylpropane-1,3-diamine hydrochloride), N1(N=NC2=C1C=CC=C2)O (1H-benzo[d][1,2,3]triazol-1-ol), C(C)N(C(C)C)C(C)C (N-ethyl-N-isopropylpropan-2-amine). The solvent is CN(C)C=O (DMF). The product is FC1=C(OC2=C3C(=NC=C2)C=C(S3)C3CCN(CC3)C(=O)OC(C)(C)C)C=CC(=C1)NC(=O)C=1C(N(N=CC1)C1=CC=C(C=C1)F)=O (tert-butyl 4-(7-(2-fluoro-4-(2-(4-fluorophenyl)-3-oxo-2,3-dihydropyridazine-4-carboxamido)phenoxy)thieno[3,2-b]pyridin-2-yl)piperidine-1-carboxylate). Isolated yield 40.6%. Reaction SMILES: [NH2:1][C:2]1[CH:30]=[CH:29][C:5]([O:6][C:7]2[CH:12]=[CH:11][N:10]=[C:9]3[CH:13]=[C:14]([CH:16]4[CH2:21][CH2:20][N:19]([C:22]([O:24][C:25]([CH3:28])([CH3:27])[CH3:26])=[O:23])[CH2:18][CH2:17]4)[S:15][C:8]=23)=[C:4]([F:31])[CH:3]=1.[F:32][C:33]1[CH:38]=[CH:37][C:36]([N:39]2[C:44](=[O:45])[C:43]([C:46](O)=[O:47])=[CH:42][CH:41]=[N:40]2)=[CH:35][CH:34]=1.Cl.C(N=C=NCCCN(C)C)C.N1(O)C2C=CC=CC=2N=N1.C(N(C(C)C)C(C)C)C>CN(C=O)C>[F:31][C:4]1[CH:3]=[C:2]([NH:1][C:46]([C:43]2[C:44](=[O:45])[N:39]([C:36]3[CH:37]=[CH:38][C:33]([F:32])=[CH:34][CH:35]=3)[N:40]=[CH:41][CH:42]=2)=[O:47])[CH:30]=[CH:29][C:5]=1[O:6][C:7]1[CH:12]=[CH:11][N:10]=[C:9]2[CH:13]=[C:14]([CH:16]3[CH2:21][CH2:20][N:19]([C:22]([O:24][C:25]([CH3:27])([CH3:28])[CH3:26])=[O:23])[CH2:18][CH2:17]3)[S:15][C:8]=12 |f:2.3|. Reported procedure: A round-bottomed flask was charged with tert-butyl 4-(7-(4-amino-2-fluorophenoxy)thieno[3,2-b]pyridin-2-yl)piperidine-1-carboxylate (144.5 mg, 0.326 mmol), 2-(4-fluorophenyl)-3-oxo-2,3-dihydropyridazine-4-carboxylic acid (228.9 mg, 0.977 mmol), N1-((ethylimino)methylene)-N3,N3-dimethylpropane-1,3-diamine hydrochloride (312.3 mg, 1.63 mmol), 1H-benzo[d][1,2,3]triazol-1-ol (220.1 mg, 1.63 mmol), N-ethyl-N-isopropylpropan-2-amine (421.1 mg, 3.26 mmol) and DMF (10 mL). The reaction mixture was stirr... The reactants are CN(C)C=C1CC(NC2=C(C1=O)C=C(C(=C2)C)C)=O (4-[(dimethylamino)methylene]-3,4-dihydro-7,8-dimethyl-1H-benzazepine-2,5-dione), N1C=C(C2=CC=CC=C12)CC(=N)N (2-(1H-indol-3-yl)-acetamidine). Product: N1C=C(C2=CC=CC=C12)CC=1N=CC=2CC(NC3=C(C2N1)C=C(C(=C3)C)C)=O (5,7-Dihydro-2-[1H-indol-3-yl-methyl]9,10-dimethyl-6H-pyrimido[5,4-d]benzazepine-6-one). Yield: 72.0%. Reaction SMILES: CN([CH:4]=[C:5]1[C:11](=O)[C:10]2[CH:13]=[C:14]([CH3:18])[C:15]([CH3:17])=[CH:16][C:9]=2[NH:8][C:7](=[O:19])[CH2:6]1)C.[NH:20]1[C:28]2[C:23](=[CH:24][CH:25]=[CH:26][CH:27]=2)[C:22]([CH2:29][C:30]([NH2:32])=[NH:31])=[CH:21]1>>[NH:20]1[C:28]2[C:23](=[CH:24][CH:25]=[CH:26][CH:27]=2)[C:22]([CH2:29][C:30]2[N:32]=[CH:4][C:5]3[CH2:6][C:7](=[O:19])[NH:8][C:9]4[CH:16]=[C:15]([CH3:17])[C:14]([CH3:18])=[CH:13][C:10]=4[C:11]=3[N:31]=2)=[CH:21]1. Procedure details: Analogous to Scheme 1, from 4-[(dimethylamino)methylene]-3,4-dihydro-7,8-dimethyl-1H-benzazepine-2,5-dione and 2-(1H-indol-3-yl)-acetamidine. Yield: 72%. Reactants: CCOCC (ether), OO (H2O2), [Li+].[OH-] (LiOH), S-4-(phenylmethyl)oxazolidinone, O1C(NCC1)=O (oxazolidinone), C1CCOC1 (THF). Yields the product C1(=CC=C(C=C1)CCCC(=O)O)C1=CC=CC=C1 (4-Biphenyl Butanoic Acid). Reaction SMILES: OO.[Li+].[OH-:4].[O:5]1[CH2:9][CH2:8]NC1=O.CCO[CH2:14][CH3:15].[CH2:16]1[CH2:20]O[CH2:18][CH2:17]1>>[C:16]1([C:15]2[CH:14]=[CH:18][CH:17]=[CH:16][CH:20]=2)[CH:20]=[CH:20][C:16]([CH2:17][CH2:18][CH2:8][C:9]([OH:5])=[O:4])=[CH:18][CH:17]=1 |f:1.2|. Procedure details: To a solution of the above (5.71 g, 10.8 mmol) in 67 ml THF/17 ml water cooled to 0° C. was added a mixture 8.8 ml of 30% H2O2 43.3 mmol of LiOH. The solution was evaporated after 1.5 h, and the resulting material acidified with 10% citric acid. The organic material was extracted with ethyl acetate, washed with water and brine and dried over MgSO4. Filtration and removal of solvent gave a slurry containing the oxazolidinone and crude acid. Addition of ether and a seed crystal of S-4-(phenylmethy... Reactants: CCO, O=C(Nc1nnn[nH]1)c1cncc(Cl)n1, OC1CCCNC1. Yields the product O=C(Nc1nnn[nH]1)c1cncc(N2CCCC(O)C2)n1. Reaction SMILES: [CH3:23][CH2:24][OH:25].[Cl:1][c:2]1[cH:3][n:4][cH:5][c:6]([C:8](=[O:9])[NH:10][c:11]2[n:12][n:13][n:14][nH:15]2)[n:7]1.[OH:16][CH:17]1[CH2:18][NH:19][CH2:20][CH2:21][CH2:22]1>>[c:2]1([N:19]2[CH2:18][CH:17]([OH:16])[CH2:22][CH2:21][CH2:20]2)[cH:3][n:4][cH:5][c:6]([C:8](=[O:9])[NH:10][c:11]2[n:12][n:13][n:14][nH:15]2)[n:7]1. Starting materials: C[Si](C)(C)[N-][Si](C)(C)C.[Li+] (lithiumbis(trimethylsilyl)amide), C(C1=CC=CC=C1)(C1=CC=CC=C1)(C1=CC=CC=C1)N1C=NC2=C1C=CC(=C2)NC2=CC=CC=C2 (N1-Trityl-N-phenyl-benzimidazol-5-amine), C(C1=CC=CC=C1)Br (Benzylbromide). The solvent is C1CCOC1 (THF), O (water), C1CCOC1 (THF). Conditions: temperature 0 celsius, time 24 hour. The product is C(C1=CC=CC=C1)N(C1=CC2=C(NC=N2)C=C1)C1=CC=CC=C1 (N-Benzyl-N-phenyl-1H-benzo[d]imidazol-5-amine). As a reaction SMILES: C([N:20]1[C:24]2[CH:25]=[CH:26][C:27]([NH:29][C:30]3[CH:35]=[CH:34][CH:33]=[CH:32][CH:31]=3)=[CH:28][C:23]=2[N:22]=[CH:21]1)(C1C=CC=CC=1)(C1C=CC=CC=1)C1C=CC=CC=1.C[Si]([N-][Si](C)(C)C)(C)C.[Li+].[CH2:46](Br)[C:47]1[CH:52]=[CH:51][CH:50]=[CH:49][CH:48]=1>C1COCC1.O>[CH2:46]([N:29]([C:30]1[CH:35]=[CH:34][CH:33]=[CH:32][CH:31]=1)[C:27]1[CH:26]=[CH:25][C:24]2[NH:20][CH:21]=[N:22][C:23]=2[CH:28]=1)[C:47]1[CH:52]=[CH:51][CH:50]=[CH:49][CH:48]=1 |f:1.2|. Procedure details: N1-Trityl-N-phenyl-benzimidazol-5-amine (1.13 g; 2.5 mmol; 1 eq.) was dissolved in THF (5 ml), cooled to 0° C. and treated with lithiumbis(trimethylsilyl)amide 1M in THF (3 ml; 3 mmol; 1.2 eq.). Benzylbromide (3 mmol; 1.2 eq.) was added and stirred at room temperature for 24 h. The mixture was diluted with water and extracted with ethyl acetate (3×25 ml). The combined organic layers were dried over Na2SO4 and evaporated. The residue was dissolved in MeOH (5 ml) and treated with TFA (1 ml). After... The reactants are OCCC1=C(NC2=CC=C(C=C12)CN1N=CN=C1)C(=O)O (3-(2-hydroxyethyl)-5-[1,2,4-triazol-1-ylmethyl]-1H-indol-2-carboxylic acid), C(CCC(=O)O)(=O)O (succinic acid), N1=CC=CC2=CC=CC=C12 (quinoline), cuprous oxide, C(=O)=O (CO2). Yields the product CN(C)CCC1=CNC2=C1C=C(C=C2)CN3C=NC=N3 (rizatriptan). Isolated yield 86.0%. RXN SMILES: O[CH2:2][CH2:3][C:4]1[C:12]2[C:7](=[CH:8][CH:9]=[C:10]([CH2:13][N:14]3[CH:18]=[N:17][CH:16]=[N:15]3)[CH:11]=2)[NH:6][C:5]=1C(O)=O.C(=O)=O.C(O)(=O)CCC(O)=O.[N:33]1[C:42]2C(=CC=CC=2)C=C[CH:34]=1>>[CH3:34][N:33]([CH2:2][CH2:3][C:4]1[C:12]2[CH:11]=[C:10]([CH2:13][N:14]3[N:15]=[CH:16][N:17]=[CH:18]3)[CH:9]=[CH:8][C:7]=2[NH:6][CH:5]=1)[CH3:42]. Procedure details: 700 mg (2,2 mmoles) of 3-(2-hydroxyethyl)-5-[1,2,4-triazol-1-ylmethyl]-1H-indol-2-carboxylic acid was suspended in 7 ml of dry quinoline. 14 mg of cuprous oxide was added and the stirred suspension heated, under dry nitrogen stream, to 200° C. The reaction mixture was kept at this temperature until no more CO2 was released (15-20 min.). It was left to cool to room temperature and the reaction mixture was filtered through decalite. The filtrate was concentrated by vacuum distillation of the solve... The reactants are C=CCOC(=O)Cl, ClCCl, NC(CO)COCc1ccccc1, [Na+], O=C([O-])O. Product: C=CCOC(=O)NC(CO)COCc1ccccc1. As a reaction SMILES: [Cl:14][C:15](=[O:16])[O:17][CH2:18][CH:19]=[CH2:20].[Cl:26][CH2:27][Cl:28].[NH2:1][CH:2]([CH2:3][OH:4])[CH2:5][O:6][CH2:7][c:8]1[cH:9][cH:10][cH:11][cH:12][cH:13]1.[Na+:25].[O-:21][C:22]([OH:23])=[O:24]>>[NH:1]([CH:2]([CH2:3][OH:4])[CH2:5][O:6][CH2:7][c:8]1[cH:9][cH:10][cH:11][cH:12][cH:13]1)[C:15](=[O:16])[O:17][CH2:18][CH:19]=[CH2:20].